From a dataset of the Open Reaction Database (ORD), a public repository of structured organic reaction records. describe an organic reaction: reactants, conditions, products, and yield Reactants: Cc1c(N)cccc1Br, ClCCCl, CCOC(C)=O, CCN(C(C)C)C(C)C, O=C(O)c1ccccc1F. As a reaction SMILES: [Br:1][c:2]1[c:3]([CH3:9])[c:4]([NH2:5])[cH:6][cH:7][cH:8]1.[CH2:29]([Cl:30])[CH2:31][Cl:32].[CH3:33][CH2:34][O:35][C:36]([CH3:37])=[O:38].[CH:20]([N:21]([CH2:22][CH3:23])[CH:24]([CH3:25])[CH3:26])([CH3:27])[CH3:28].[OH:10][C:11](=[O:12])[c:13]1[cH:14][cH:15][cH:16][cH:17][c:18]1[F:19]>>[Br:1][c:2]1[c:3]([CH3:9])[c:4]([NH:5][C:11](=[O:10])[c:13]2[cH:14][cH:15][cH:16][cH:17][c:18]2[F:19])[cH:6][cH:7][cH:8]1. The product is Cc1c(Br)cccc1NC(=O)c1ccccc1F. The reactants are ClCCCN=C=O (1-Chloro-3-isocyanato-propane), N1=CC(=CC=C1)N (pyridin-3-ylamine), C(C)(=O)OCC (ethyl acetate). Solvent: C1(=CC=CC=C1)C (toluene). Yields the product ClCCCNC(=O)NC=1C=NC=CC1 (1-(3-chloro-propyl)-3-pyridin-3-yl-urea). The yield is 92.9%. RXN SMILES: [Cl:1][CH2:2][CH2:3][CH2:4][N:5]=[C:6]=[O:7].[N:8]1[CH:13]=[CH:12][CH:11]=[C:10]([NH2:14])[CH:9]=1.C(OCC)(=O)C>C1(C)C=CC=CC=1>[Cl:1][CH2:2][CH2:3][CH2:4][NH:5][C:6]([NH:14][C:10]1[CH:9]=[N:8][CH:13]=[CH:12][CH:11]=1)=[O:7]. Procedure details: 1-Chloro-3-isocyanato-propane (1.897 g, 15.873 mmol) was added dropwise to a stirred solution of pyridin-3-ylamine (1 g, 10.582 mmol) in toluene (15 mL) over a period of 30 minutes at 0° C. The reaction temperature was maintained at room temperature for 6 hours. The reaction was monitored by TLC (100% ethyl acetate). The reaction mixture was filtered, washed with toluene and dried under reduced pressure to afford 2.1 g (95.45% yield) of 1-(3-chloro-propyl)-3-pyridin-3-yl-urea.